The task is: describe an organic reaction: reactants, conditions, products, and yield. This data is from the Open Reaction Database (ORD), a public repository of structured organic reaction records. The reactants are CCC(CC)Nc1c([N+](=O)[O-])cc(C)c(COC(C)=O)c1[N+](=O)[O-], CO, Cl, O. The product is CCC(CC)Nc1c([N+](=O)[O-])cc(C)c(CO)c1[N+](=O)[O-]. RXN SMILES: [C:1](=[O:2])([CH3:3])[O:4][CH2:5][c:6]1[c:7]([N+:22](=[O:23])[O-:24])[c:8]([NH:16][CH:17]([CH2:18][CH3:19])[CH2:20][CH3:21])[c:9]([N+:13](=[O:14])[O-:15])[cH:10][c:11]1[CH3:12].[CH3:27][OH:28].[ClH:25].[OH2:26]>>[OH:4][CH2:5][c:6]1[c:7]([N+:22](=[O:23])[O-:24])[c:8]([NH:16][CH:17]([CH2:18][CH3:19])[CH2:20][CH3:21])[c:9]([N+:13](=[O:14])[O-:15])[cH:10][c:11]1[CH3:12].